This data is from the Open Reaction Database (ORD), a public repository of structured organic reaction records. The task is: describe an organic reaction: reactants, conditions, products, and yield Reaction conditions: temperature 80 celsius, time 20 hour. Yields the product C1(CCCC1)CC(C(=O)NC=1SC=CN1)C=1C=NC(=CC1)S(=O)(=O)C (3-Cyclopentyl-2-(6-methanesulfonylpyridin-3-yl)-N-thiazol-2-ylpropionamide). Reaction SMILES: [CH:1]1(/[CH:6]=[C:7](\[C:16]2[CH:17]=[N:18][C:19]([S:22]([CH3:25])(=[O:24])=[O:23])=[CH:20][CH:21]=2)/[C:8]([NH:10][C:11]2[S:12][CH:13]=[CH:14][N:15]=2)=[O:9])[CH2:5][CH2:4][CH2:3][CH2:2]1.C([O-])=O.[NH4+]>[Pd].CO>[CH:1]1([CH2:6][CH:7]([C:16]2[CH:17]=[N:18][C:19]([S:22]([CH3:25])(=[O:24])=[O:23])=[CH:20][CH:21]=2)[C:8]([NH:10][C:11]2[S:12][CH:13]=[CH:14][N:15]=2)=[O:9])[CH2:5][CH2:4][CH2:3][CH2:2]1 |f:1.2|. Solvent: CO (MeOH). Reagents/catalysts: [Pd] (palladium on charcoal). Procedure: A mixture of (E)-3-cyclopentyl-2-(6-methanesulfonylpyridin-3-yl)-N-thiazol-2-ylacrylamide (EXAMPLE 35, 500 mg, 1.3 mmol), ammonium formate (500 mg, 7.9 mmol), and 10% palladium on charcoal (50% H2O, 500 mg) in MeOH (20 mL) was stirred at 80° C. for 20 h. The solvent was removed in vacuo, then the residue was diluted with EtOAc and filtered through Celite. The filtrate was concentrated and once again diluted with EtOAc, filtered through Celite and concentrated. Purification of the crude product b... The reactants are C1(CCCC1)/C=C(/C(=O)NC=1SC=CN1)\C=1C=NC(=CC1)S(=O)(=O)C ((E)-3-cyclopentyl-2-(6-methanesulfonylpyridin-3-yl)-N-thiazol-2-ylacrylamide), C(=O)[O-].[NH4+] (ammonium formate). RXN SMILES: [CH:20]1([C:25](=[O:26])[Cl:27])[CH2:21][CH2:22][CH2:23][CH2:24]1.[Cl:1][c:2]1[cH:3][c:4]2[c:5](=[O:19])[n:6]3[c:7]([n:8][c:9]2[cH:10][cH:11]1)[nH:12][c:13]1[c:14]3[cH:15][cH:16][cH:17][cH:18]1>>[Cl:1][c:2]1[cH:3][c:4]2[c:5](=[O:19])[n:6]3[c:7]([n:8][c:9]2[cH:10][cH:11]1)[n:12]([C:25]([CH:20]1[CH2:21][CH2:22][CH2:23][CH2:24]1)=[O:26])[c:13]1[c:14]3[cH:15][cH:16][cH:17][cH:18]1. The product is O=C(C1CCCC1)n1c2ccccc2n2c(=O)c3cc(Cl)ccc3nc12. Starting materials: O=C(Cl)C1CCCC1, O=c1c2cc(Cl)ccc2nc2[nH]c3ccccc3n12. Starting materials: [Si](Cl)(Cl)(Cl)Cl (silicon tetrachloride), C[Si](N[Si](C)(C)C)(C)C (hexamethyl disilazane). Conditions: time 14 hour. Yields the product Cl[Si](N[Si](C)(C)C)(Cl)Cl (1,1,1-Trichloro-3,3,3-trimethyl disilazane). The yield is 88.6%. As a reaction SMILES: [Si:1]([Cl:5])(Cl)([Cl:3])[Cl:2].[CH3:6][Si:7]([CH3:14])([CH3:13])[NH:8][Si](C)(C)C>>[Cl:2][Si:1]([Cl:5])([Cl:3])[NH:8][Si:7]([CH3:14])([CH3:13])[CH3:6]. Reported procedure: In accordance with J. P. Mooser, H. Noth and W. Tinhof in Z. Naturforsch. B 29, 166 (1974), 68.98 g (0.406 mol) silicon tetrachloride and 12.3 g (0.076 mol) hexamethyl disilazane are combined in a 250 ml three-necked flask and stirred for 14 hours at room temperature. Subsequent fractional distillation in a short Vigreux column gives 15 g (88%) of the colorless liquid. Starting materials: C1(=CC=CC=C1)C1CCN(CC1)CC1CNCC1C1=CC=CC=C1 (3-(RS)-((4-phenyl)-piperidin-1-yl)methyl-4-(SR)-phenylpyrrolidine), TEA, C(C1=CN=CC=C1)(=O)Cl.Cl (nicotinoyl chloride·HCl). Yield: 78.3%. The product is C(C1=CN=CC=C1)(=O)N1CC(C(C1)C1=CC=CC=C1)CN1CCC(CC1)C1=CC=CC=C1 (1-(Nicotinoyl)-3-(SR)-((4-phenyl)piperidin-1-yl)methyl-4-(SR)-phenylpyrrolidine). Conditions: time 2 hour. As a reaction SMILES: [C:1]1([CH:7]2[CH2:12][CH2:11][N:10]([CH2:13][CH:14]3[CH:18]([C:19]4[CH:24]=[CH:23][CH:22]=[CH:21][CH:20]=4)[CH2:17][NH:16][CH2:15]3)[CH2:9][CH2:8]2)[CH:6]=[CH:5][CH:4]=[CH:3][CH:2]=1.[C:25](Cl)(=[O:32])[C:26]1[CH:31]=[CH:30][CH:29]=[N:28][CH:27]=1.Cl>CN(C1C=CN=CC=1)C.C(Cl)Cl>[C:25]([N:16]1[CH2:17][CH:18]([C:19]2[CH:20]=[CH:21][CH:22]=[CH:23][CH:24]=2)[CH:14]([CH2:13][N:10]2[CH2:9][CH2:8][CH:7]([C:1]3[CH:2]=[CH:3][CH:4]=[CH:5][CH:6]=3)[CH2:12][CH2:11]2)[CH2:15]1)(=[O:32])[C:26]1[CH:31]=[CH:30][CH:29]=[N:28][CH:27]=1 |f:1.2|. Reagents/catalysts: CN(C)C=1C=CN=CC1 (4-DMAP). Procedure details: A solution of 20 mg (0.06 mmol) of 3-(RS)-((4-phenyl)-piperidin-1-yl)methyl-4-(SR)-phenylpyrrolidine (from Example 30, Step A), 19 mg (0.19 mmol) of TEA and 6 mg (0.05 mmol) of 4-DMAP in 2 mL of CH2Cl2 (2 mL) was treated with 28 mg (0.16 mmol) of nicotinoyl chloride·HCl and was stirred at rt for 2 h. The reaction was concentrated in Vacuo. Preparative thin layer chromatography (silica gel GF, 20×20 cm, 1000 microns) using 92:8 v/v MeOH/CH2Cl2 +0.5% NH4OH as the eluant afforded 20 mg (71%) of the... Solvent: C(Cl)Cl (CH2Cl2).